Dataset: the Open Reaction Database (ORD), a public repository of structured organic reaction records. Task: describe an organic reaction: reactants, conditions, products, and yield Isolated yield 100.0%. RXN SMILES: C(OC(=O)[NH:7][CH2:8][CH:9]1[CH2:14][CH2:13][CH:12]([C:15]([N:17]2[CH2:26][C:25]3[CH:24]=[N:23][N:22]([CH3:27])[C:21]=3[NH:20][C:19]3[CH:28]=[C:29]([Cl:32])[CH:30]=[CH:31][C:18]2=3)=[O:16])[CH2:11][CH2:10]1)(C)(C)C.Cl.O1CCOCC1>>[ClH:32].[NH2:7][CH2:8][CH:9]1[CH2:10][CH2:11][CH:12]([C:15]([N:17]2[CH2:26][C:25]3[CH:24]=[N:23][N:22]([CH3:27])[C:21]=3[NH:20][C:19]3[CH:28]=[C:29]([Cl:32])[CH:30]=[CH:31][C:18]2=3)=[O:16])[CH2:13][CH2:14]1 |f:1.2,3.4|. The reactants are C(C)(C)(C)OC(NCC1CCC(CC1)C(=O)N1C2=C(NC=3N(N=CC3C1)C)C=C(C=C2)Cl)=O ([4-(6-chloro-3-methyl-4,10-dihydro-3H-2,3,4,9-tetraaza-benzo[f]azulene-9-carbonyl)-cyclohexylmethyl]-carbamic acid tert-butyl ester), Cl.O1CCOCC1 (HCl dioxan). Procedure: A solution of [4-(6-chloro-3-methyl-4,10-dihydro-3H-2,3,4,9-tetraaza-benzo[f]azulene-9-carbonyl)-cyclohexylmethyl]-carbamic acid tert-butyl ester from Example E10.1 (775 mg, 1.63 mmol) was reacted with 4N HCl/dioxan using an analogous procedure to that described for Example E4.2 to yield the title compound (655 mg, 100%). Yields the product Cl.NCC1CCC(CC1)C(=O)N1C2=C(NC=3N(N=CC3C1)C)C=C(C=C2)Cl ((4-Aminomethyl-cyclohexyl)-(6-chloro-3-methyl-4,10-dihydro-3H-2,3,4,9-tetraaza-benzo[f]azulen-9-yl)-methanone Hydrochloride). Reactants: CCC(=O)Cl, O=C([O-])O, CCN(CC)CC1=C2CC(O)CCC2(C)C2CCC3(C)C(C(C)CCCC(C)C)CCC3C2C1, [K+], O, c1ccncc1. The product is CCC(=O)OC1CCC2(C)C(=C(CN(CC)CC)CC3C2CCC2(C)C(C(C)CCCC(C)C)CCC32)C1. As a reaction SMILES: [C:41]([CH2:42][CH3:43])(=[O:44])[Cl:45].[C:46](=[O:47])([OH:48])[O-:49].[CH2:1]([CH3:2])[N:3]([CH2:4][CH3:5])[CH2:6][C:7]1=[C:31]2[C:26]([CH3:33])([CH:25]3[CH:9]([CH2:8]1)[CH:10]1[CH2:11][CH2:12][CH:13]([CH:14]([CH2:15][CH2:16][CH2:17][CH:18]([CH3:19])[CH3:20])[CH3:21])[C:22]1([CH3:34])[CH2:23][CH2:24]3)[CH2:27][CH2:28][CH:29]([OH:32])[CH2:30]2.[K+:50].[OH2:51].[cH:35]1[cH:36][cH:37][n:38][cH:39][cH:40]1>>[CH2:1]([CH3:2])[N:3]([CH2:4][CH3:5])[CH2:6][C:7]1=[C:31]2[C:26]([CH3:33])([CH:25]3[CH:9]([CH2:8]1)[CH:10]1[CH2:11][CH2:12][CH:13]([CH:14]([CH2:15][CH2:16][CH2:17][CH:18]([CH3:19])[CH3:20])[CH3:21])[C:22]1([CH3:34])[CH2:23][CH2:24]3)[CH2:27][CH2:28][CH:29]([O:32][C:41]([CH2:42][CH3:43])=[O:44])[CH2:30]2. The reactants are N([C@@H](CSSCC)C(=O)OC)C(=O)OC(C)(C)C (BocCys(SEt)OMe), C([O-])([O-])=O.[K+].[K+] (Potassium carbonate), C(C)(=O)OCC (ethyl acetate). Run in C(C)OCC (diethyl ether), O (water), O (water), petrol, CN(C)C=O (DMF). Run at time 10 minute. Product: C(C)(C)(C)OC(=O)NC(C(=O)OC)=C (methyl 2-[(tert-butoxycarbonyl)amino]acrylate). The yield is 78.3%. RXN SMILES: [NH:1]([C:12]([O:14][C:15]([CH3:18])([CH3:17])[CH3:16])=[O:13])[C@H:2]([C:8]([O:10][CH3:11])=[O:9])[CH2:3]SSCC.C(=O)([O-])[O-].[K+].[K+].C(OCC)(=O)C>CN(C=O)C.O.C(OCC)C>[C:15]([O:14][C:12]([NH:1][C:2](=[CH2:3])[C:8]([O:10][CH3:11])=[O:9])=[O:13])([CH3:18])([CH3:17])[CH3:16] |f:1.2.3|. Procedure details: N-(tert-Butoxycarbonyl)-ethylthio-L-cysteine methyl ester 15 (106 mg, 0.40 mmol) was added to a 50 mL round bottom flask and dissolved in DMF (5 mL). Potassium carbonate (278 mg, 2.01 mmol) was added by pipette as a solution in water (1.0 mL). MSH 1 (172 mg 0.80 mmol) was added as a solid in one portion (open air, room temperature). TLC analysis (ethyl acetate:petrol; 1:4) after 1 min of reaction revealed a strongly UV active product (Rf 0.6) and a trace of starting material (Rf 0.5). A second d... Starting materials: OO (hydrogen peroxide), C(C)(C)(C)O\N=C(\C1=C(C=CC(=C1)C#N)O)/C1=NC=CC=C1O ((Z)-2-(5-cyano-2-hydroxybenzoyl)-3-hydroxypyridine O-t-butyloxime), [OH-].[Na+] (NaOH), aqueous solution, S(=O)(=O)(O)[O-].[K+] (potassium hydrogensulfate). The solvent is C(C)O (ethanol). Run at time 2 hour. Yields the product C(C)(C)(C)O\N=C(\C1=C(C=CC(=C1)C(N)=O)O)/C1=NC=CC=C1O ((Z)-2-(5-carbamoyl-2-hydroxybenzoyl)-3-hydroxypyridine O-t-butyloxime). RXN SMILES: [C:1]([O:5]/[N:6]=[C:7](\[C:17]1[C:22]([OH:23])=[CH:21][CH:20]=[CH:19][N:18]=1)/[C:8]1[CH:13]=[C:12]([C:14]#[N:15])[CH:11]=[CH:10][C:9]=1[OH:16])([CH3:4])([CH3:3])[CH3:2].[OH-].[Na+].OO.S([O-])(O)(=O)=[O:29].[K+]>C(O)C>[C:1]([O:5]/[N:6]=[C:7](\[C:17]1[C:22]([OH:23])=[CH:21][CH:20]=[CH:19][N:18]=1)/[C:8]1[CH:13]=[C:12]([C:14](=[O:29])[NH2:15])[CH:11]=[CH:10][C:9]=1[OH:16])([CH3:4])([CH3:2])[CH3:3] |f:1.2,4.5|. Procedure: To a solution of (Z)-2-(5-cyano-2-hydroxybenzoyl)-3-hydroxypyridine O-t-butyloxime (0.98 g) in ethanol (20 ml) were added at 0° C. 6N NaOH (0.15 ml) and 30% aqueous solution of hydrogen peroxide (1.5 ml). The mixture was stirred for 2 hours at temperatures ranging from 50° to 60° C. The reaction mixture was cooled by aeration, which was then neutralized with a saturated aqueous solution of potassium hydrogensulfate, then the solvent was concentrated. The concentrate was subjected to extraction w... Reactants: COCOc1cc(OC)c(OCOC)cc1OC, CCOCC, CN(C)P(=O)(N(C)C)N(C)C, [Li]C(C)CC, COCOc1cc(OC)c(OCOC)c(CCCCI)c1OC, C1CCOC1. Yields the product COCOc1cc(OC)c(OCOC)c(CCCCc2c(OC)c(OCOC)cc(OC)c2OCOC)c1OC. RXN SMILES: [CH3:1][O:2][c:3]1[c:4]([O:15][CH2:16][O:17][CH3:18])[cH:5][c:6]([O:13][CH3:14])[c:7]([O:9][CH2:10][O:11][CH3:12])[cH:8]1.[CH3:47][CH2:48][O:49][CH2:50][CH3:51].[CH3:57][N:58]([CH3:59])[P:60](=[O:61])([N:62]([CH3:63])[CH3:64])[N:65]([CH3:66])[CH3:67].[CH:19]([Li:20])([CH2:21][CH3:22])[CH3:23].[I:24][CH2:25][CH2:26][CH2:27][CH2:28][c:29]1[c:30]([O:45][CH3:46])[c:31]([O:41][CH2:42][O:43][CH3:44])[cH:32][c:33]([O:39][CH3:40])[c:34]1[O:35][CH2:36][O:37][CH3:38].[O:52]1[CH2:53][CH2:54][CH2:55][CH2:56]1>>[CH3:1][O:2][c:3]1[c:4]([O:15][CH2:16][O:17][CH3:18])[cH:5][c:6]([O:13][CH3:14])[c:7]([O:9][CH2:10][O:11][CH3:12])[c:8]1[CH2:25][CH2:26][CH2:27][CH2:28][c:29]1[c:30]([O:45][CH3:46])[c:31]([O:41][CH2:42][O:43][CH3:44])[cH:32][c:33]([O:39][CH3:40])[c:34]1[O:35][CH2:36][O:37][CH3:38]. Starting materials: N1C=CC2=CC(=CC=C12)C#N (1H-indole-5-carbonitrile), [H-].[Al+3].[Li+].[H-].[H-].[H-] (lithium aluminium hydride), O (water), [OH-].[Na+] (sodium hydroxide), O (water). The solvent is O1CCCC1 (tetrahydrofuran), O1CCCC1 (tetrahydrofuran). Yields the product N1C=CC2=CC(=CC=C12)CN (1H-Indole-5-methanamine). The yield is 86.7%. As a reaction SMILES: [NH:1]1[C:9]2[C:4](=[CH:5][C:6]([C:10]#[N:11])=[CH:7][CH:8]=2)[CH:3]=[CH:2]1.[H-].[Al+3].[Li+].[H-].[H-].[H-].O.[OH-].[Na+]>O1CCCC1>[NH:1]1[C:9]2[C:4](=[CH:5][C:6]([CH2:10][NH2:11])=[CH:7][CH:8]=2)[CH:3]=[CH:2]1 |f:1.2.3.4.5.6,8.9|. Procedure: A solution of 1H-indole-5-carbonitrile (3.7 g) in tetrahydrofuran (25 ml) was added over fifteen minutes to a stirred suspension of lithium aluminium hydride (3.1 g) in tetrahydrofuran (80 ml) under nitrogen. After thirty minutes, the suspension was heated at reflux for two hours. After cooling to 0°, water (3.1 ml), sodium hydroxide (2N, 6.2 ml) and water (9.3 ml) were added with caution, the resulting salts were filtered off and the filtrate was concentrated under vacuum to afford a yellow oil... Starting materials: CCOC(=O)CC1CN=C(c2cc3cc(Oc4ccc(S(C)(=O)=O)nc4)cc(OC4CCOCC4)c3[nH]2)S1, CCO, [Na+], C1CCOC1, [OH-]. Product: CS(=O)(=O)c1ccc(Oc2cc(OC3CCOCC3)c3[nH]c(C4=NCC(CC(=O)O)S4)cc3c2)cn1. Reaction SMILES: [CH3:1][S:2](=[O:3])(=[O:4])[c:5]1[cH:6][cH:7][c:8]([O:11][c:12]2[cH:13][c:14]3[cH:15][c:16]([C:28]4=[N:32][CH2:31][CH:30]([CH2:33][C:34](=[O:35])[O:36][CH2:37][CH3:38])[S:29]4)[nH:17][c:18]3[c:19]([O:21][CH:22]3[CH2:23][CH2:24][O:25][CH2:26][CH2:27]3)[cH:20]2)[cH:9][n:10]1.[CH3:41][CH2:42][OH:43].[Na+:40].[O:44]1[CH2:45][CH2:46][CH2:47][CH2:48]1.[OH-:39]>>[CH3:1][S:2](=[O:3])(=[O:4])[c:5]1[cH:6][cH:7][c:8]([O:11][c:12]2[cH:13][c:14]3[cH:15][c:16]([C:28]4=[N:32][CH2:31][CH:30]([CH2:33][C:34](=[O:35])[OH:36])[S:29]4)[nH:17][c:18]3[c:19]([O:21][CH:22]3[CH2:23][CH2:24][O:25][CH2:26][CH2:27]3)[cH:20]2)[cH:9][n:10]1. Reactants: 2,3,4,5,6-penta-O-acetyl-D-gluconyl isothiocyanate, CC1([C@@H](N2[C@H](S1)[C@@H](C2=O)N)C(=O)O)C (6-aminopenicillanic acid). Solvent: O1CCCC1 (tetrahydrofuran). Reaction conditions: time 24 hour. The product is CC1([C@@H](N2[C@H](S1)CC2=O)C(=O)O)C (penicillanic acid). As a reaction SMILES: [CH3:1][C:2]1([CH3:14])[S:6][C@@H:5]2[C@H:7](N)[C:8](=[O:9])[N:4]2[C@H:3]1[C:11]([OH:13])=[O:12]>O1CCCC1>[CH3:1][C:2]1([CH3:14])[S:6][C@@H:5]2[CH2:7][C:8](=[O:9])[N:4]2[C@H:3]1[C:11]([OH:13])=[O:12]. Procedure: To 50 ml of anhydrous tetrahydrofuran were added 447 mg (1 mmol) of 2,3,4,5,6-penta-O-acetyl-D-gluconyl isothiocyanate and 216 mg (1 mmol) of 6-aminopenicillanic acid and the mixture was stirred at room temperature for 24 hours. The solvent was then distilled off under a reduced pressure and the residue was crystallized by the addition of dimethylformamide. Recrystallization from dimethylformamide gave colourless needles melting at 63° C. (uncorrected). Yield: 630 mg (95%). The reactants are C(CCCCC)(=O)N1CC(C(CC1)(C)C1=CC(=CC=C1)C=1N=NNC1F)C (1-hexanoyl-4-(3-(5-fluoro-1H-1,2,3-triazol-4-yl)phenyl)-3,4-dimethylpiperidine), [H-].[Al+3].[Li+].[H-].[H-].[H-] (lithium aluminium hydride). The solvent is C(C)OCC (diethyl ether). Reaction conditions: temperature 0 celsius, time 30 minute. Yields the product FC1=C(N=NN1)C=1C=C(C=CC1)C1(C(CN(CC1)CCCCCC)C)C (4-(3-(5-Fluoro-1H-1,2,3-triazol-4-yl)phenyl)-1-hexyl-3,4-dimethylpiperidine), oil. Isolated yield 40.0%. As a reaction SMILES: [C:1]([N:8]1[CH2:13][CH2:12][C:11]([C:15]2[CH:20]=[CH:19][CH:18]=[C:17]([C:21]3[N:22]=[N:23][NH:24][C:25]=3[F:26])[CH:16]=2)([CH3:14])[CH:10]([CH3:27])[CH2:9]1)(=O)[CH2:2][CH2:3][CH2:4][CH2:5][CH3:6].[H-].[Al+3].[Li+].[H-].[H-].[H-]>C(OCC)C>[F:26][C:25]1[NH:24][N:23]=[N:22][C:21]=1[C:17]1[CH:16]=[C:15]([C:11]2([CH3:14])[CH2:12][CH2:13][N:8]([CH2:1][CH2:2][CH2:3][CH2:4][CH2:5][CH3:6])[CH2:9][CH:10]2[CH3:27])[CH:20]=[CH:19][CH:18]=1 |f:1.2.3.4.5.6|. Procedure: To a solution of 1-hexanoyl-4-(3-(5-fluoro-1H-1,2,3-triazol-4-yl)phenyl)-3,4-dimethylpiperidine (Preparation 30, 20 mg, 0.054 mmol) in diethyl ether (0.8 mL) at 0° C. was added lithium aluminium hydride (1.0 M solution in tetrahydrofuran, 54 μL, 0.054 mmol) dropwise. The solution was then heated at reflux under a nitrogen atmosphere for 30 minutes before it was cooled back to 0° C. The reaction was cautiously quenched by the addition of 1 N sodium hydroxide (0.2 mL) and then ethyl acetate (3.0 m...